This data is from the Open Reaction Database (ORD), a public repository of structured organic reaction records. The task is: describe an organic reaction: reactants, conditions, products, and yield Starting materials: O1CCC(CC1)OCC1=CC=C(C=C1)S(=O)(=O)Cl (4-(tetrahydropyran-4-yloxymethyl)-benzene-sulfonyl chloride), 30a, NC1=NC=CC2=C1C=C(S2)CC(C(=O)N2CCC(CC2)C)NS(=O)(=O)C2=CC=C(C=C2)OC2CCOCC2 (N-[1-(4-Amino-thieno[3,2-c]pyridin-2-ylmethyl)-2-(4-methyl-piperidin-1-yl)-2-oxo-ethyl]-4-(tetrahydropyran-4-yloxy)-benzenesulfonamide). Yields the product NC1=NC=CC2=C1C=C(S2)CC(C(=O)N2CCC(CC2)C)NS(=O)(=O)C2=CC=C(C=C2)COC2CCOCC2 (N-[1-(4-Amino-thieno[3,2-c]pyridin-2-ylmethyl)-2-(4-methyl-piperidin-1-yl)-2-oxo-ethyl]-4-(tetrahydropyran-4-yloxymethyl)-benzenesulfonamide). Reaction SMILES: [O:1]1[CH2:6][CH2:5][CH:4]([O:7][CH2:8][C:9]2[CH:14]=[CH:13][C:12]([S:15](Cl)(=[O:17])=[O:16])=[CH:11][CH:10]=2)[CH2:3][CH2:2]1.[NH2:19][C:20]1[C:25]2[CH:26]=[C:27]([CH2:29][CH:30]([NH:40]S(C3C=CC(OC4CCOCC4)=CC=3)(=O)=O)[C:31]([N:33]3[CH2:38][CH2:37][CH:36]([CH3:39])[CH2:35][CH2:34]3)=[O:32])[S:28][C:24]=2[CH:23]=[CH:22][N:21]=1>>[NH2:19][C:20]1[C:25]2[CH:26]=[C:27]([CH2:29][CH:30]([NH:40][S:15]([C:12]3[CH:13]=[CH:14][C:9]([CH2:8][O:7][CH:4]4[CH2:5][CH2:6][O:1][CH2:2][CH2:3]4)=[CH:10][CH:11]=3)(=[O:17])=[O:16])[C:31]([N:33]3[CH2:34][CH2:35][CH:36]([CH3:39])[CH2:37][CH2:38]3)=[O:32])[S:28][C:24]=2[CH:23]=[CH:22][N:21]=1. Procedure details: This compound was prepared from 218 mg of 4-(tetrahydropyran-4-yloxymethyl)-benzene-sulfonyl chloride and 210 mg (0.5 mmol) 30a using the procedure described for 58c. Yield: 100 mg, m.p. 124-128° C., (+)-FAB-MS: 573 (MH+). The reactants are C(C)N(CCCC1=C(C=CC=C1)S(=O)(=O)CC1=CC=C(C(=C1C(=O)OC)OC)C1=COC=C1)CC (methyl 6-[2-(3-diethylaminopropyl)benzene-sulphonylmethyl]-3-(furan-3-yl)-2-methoxybenzoate), C1(=CC=CC=C1)S(=O)(=O)CC1=C(C2=C(C=CC(=C2C=C1)Br)OC)C(=O)OC (methyl 2-(benzenesulphonylmethyl)-5-bromo-8-methoxynaphthalene-1-carboxylate), C1(=CC=CC=C1)S(=O)(=O)CC1=C(C2=C(C=CC(=C2C=C1)Br)OC)C(=O)OC (methyl 2-(benzenesulphonylmethyl)-5-bromo-8-methoxynaphthalene-1-carboxylate). Product: C1(=CC=CC=C1)S(=O)(=O)CC1=C(C2=C(C=CC=C2C=C1)OC)C(=O)OC (Methyl 2-(benzenesulphonylmethyl)-8-methoxynaphthalene-1-carboxylate). Reaction SMILES: C(N(CC)CCCC1C=CC=CC=1S(CC1C(C(OC)=O)=C(OC)C(C2C=COC=2)=CC=1)(=O)=O)C.[C:36]1([S:42]([CH2:45][C:46]2[CH:55]=[CH:54][C:53]3[C:48](=[C:49]([O:57][CH3:58])[CH:50]=[CH:51][C:52]=3Br)[C:47]=2[C:59]([O:61][CH3:62])=[O:60])(=[O:44])=[O:43])[CH:41]=[CH:40][CH:39]=[CH:38][CH:37]=1>>[C:36]1([S:42]([CH2:45][C:46]2[CH:55]=[CH:54][C:53]3[C:48](=[C:49]([O:57][CH3:58])[CH:50]=[CH:51][CH:52]=3)[C:47]=2[C:59]([O:61][CH3:62])=[O:60])(=[O:44])=[O:43])[CH:37]=[CH:38][CH:39]=[CH:40][CH:41]=1. Procedure details: Prepared by proceeding in a similar manner to Intermediate 4, starting from methyl 2-(benzenesulphonylmethyl)-5-bromo-8-methoxynaphthalene-1-carboxylate (Intermediate 188), as a white solid. Reactants: C(CCC)C1=CC=C(C(=O)O)C=C1 (4-n-butylbenzoic acid). The reagents and catalysts are [Pt]=O (platinum oxide). Run in C(C)(=O)O (acetic acid). Yields the product C(CCC)[C@H]1CC[C@H](CC1)C(=O)O (cis-4- n-butylcyclohexanecarboxylic acid). Reaction SMILES: [CH2:1]([C:5]1[CH:13]=[CH:12][C:8]([C:9]([OH:11])=[O:10])=[CH:7][CH:6]=1)[CH2:2][CH2:3][CH3:4]>C(O)(=O)C.[Pt]=O>[CH2:1]([C@@H:5]1[CH2:13][CH2:12][C@H:8]([C:9]([OH:11])=[O:10])[CH2:7][CH2:6]1)[CH2:2][CH2:3][CH3:4]. Reported procedure: 4-n-butylbenzoic acid (8, 50 g, 0.28 mol) was dissolved in glacial acetic acid (250 ml ) and the solution was then autoclaved and hydrogented over platinum oxide (2.0 g) at 20° C. for 18 hr. at 5- p.s.i. The catalyst was filtered and the solution evaporated in vacuo to leave a solid residue of predominantly cis-4- n-butylcyclohexanecarboxylic acid (9, 50.89). The solid was dissolved in dry dichloromethane (250ml) containing N,N-dimethylformamide (1 ml). Thionyl chloride (72.69, 0.61 mol) was cau... Product: CC(=O)N1CCn2c1nc1c2c(=O)n(CCCCC(C)N)c(=O)n1C. The reactants are CC(=O)N1CCn2c1nc1c2c(=O)n(CCCCC(C)N=[N+]=[N-])c(=O)n1C, CCO, CO, [H][H]. Reaction SMILES: [C:1]([CH3:2])(=[O:3])[N:4]1[CH2:5][CH2:6][n:7]2[c:8]1[n:9][c:10]1[n:11]([CH3:27])[c:12](=[O:26])[n:13]([CH2:17][CH2:18][CH2:19][CH2:20][CH:21]([CH3:22])[N:23]=[N+:24]=[N-:25])[c:14](=[O:16])[c:15]21.[CH3:28][CH2:29][OH:30].[CH3:33][OH:34].[H:31][H:32]>>[C:1]([CH3:2])(=[O:3])[N:4]1[CH2:5][CH2:6][n:7]2[c:8]1[n:9][c:10]1[n:11]([CH3:27])[c:12](=[O:26])[n:13]([CH2:17][CH2:18][CH2:19][CH2:20][CH:21]([CH3:22])[NH2:23])[c:14](=[O:16])[c:15]21. The reactants are ClC=1C=CC(=C(CN2C3=C(NCC2)N=CC(=C3)C3=CC=C(C(=O)O)C=C3)C1)C(F)(F)F (4-{1-[5-chloro-2-(trifluoromethyl)benzyl]-1,2,3,4-tetrahydropyrido[2,3-b]pyrazin-7-yl}benzoic acid), NCC1OCCC1 (2-(aminomethyl)tetrahydrofuran). Product: ClC=1C=CC(=C(CN2C3=C(NCC2)N=CC(=C3)C3=CC=C(C(=O)NCC2OCCC2)C=C3)C1)C(F)(F)F (4-{1-[5-Chloro-2-(trifluoromethyl)benzyl]-1,2,3,4-tetrahydropyrido[2,3-b]pyrazin-7-yl}-N-(tetrahydrofuran-2-ylmethyl)benzamide). As a reaction SMILES: [Cl:1][C:2]1[CH:3]=[CH:4][C:5]([C:28]([F:31])([F:30])[F:29])=[C:6]([CH:27]=1)[CH2:7][N:8]1[CH2:13][CH2:12][NH:11][C:10]2[N:14]=[CH:15][C:16]([C:18]3[CH:26]=[CH:25][C:21]([C:22](O)=[O:23])=[CH:20][CH:19]=3)=[CH:17][C:9]1=2.[NH2:32][CH2:33][CH:34]1[CH2:38][CH2:37][CH2:36][O:35]1>>[Cl:1][C:2]1[CH:3]=[CH:4][C:5]([C:28]([F:29])([F:30])[F:31])=[C:6]([CH:27]=1)[CH2:7][N:8]1[CH2:13][CH2:12][NH:11][C:10]2[N:14]=[CH:15][C:16]([C:18]3[CH:26]=[CH:25][C:21]([C:22]([NH:32][CH2:33][CH:34]4[CH2:38][CH2:37][CH2:36][O:35]4)=[O:23])=[CH:20][CH:19]=3)=[CH:17][C:9]1=2. Procedure details: 4-{1-[5-chloro-2-(trifluoromethyl)benzyl]-1,2,3,4-tetrahydropyrido[2,3-b]pyrazin-7-yl}benzoic acid was reacted with 2-(aminomethyl)tetrahydrofuran as in General Procedure 10 to give the title compound. LCMS: m/z=530.96 (M+H+); retention time=0.78 minutes. The reactants are N1C=NC=C1 (imidazole), O(C1=CC=CC=C1)CCN(C(=O)Cl)CCC (N-2-phenoxyethyl-N-propylcarbamoyl chloride). The solvent is O1CCCC1 (tetrahydrofuran). Product: O(C1=CC=CC=C1)CCN(C(=O)N1C=NC=C1)CCC (1-(N-2-phenoxyethyl-N-propylcarbamoyl) imidazole). Reaction SMILES: [NH:1]1[CH:5]=[CH:4][N:3]=[CH:2]1.[O:6]([CH2:13][CH2:14][N:15]([CH2:19][CH2:20][CH3:21])[C:16](Cl)=[O:17])[C:7]1[CH:12]=[CH:11][CH:10]=[CH:9][CH:8]=1>O1CCCC1>[O:6]([CH2:13][CH2:14][N:15]([CH2:19][CH2:20][CH3:21])[C:16]([N:1]1[CH:5]=[CH:4][N:3]=[CH:2]1)=[O:17])[C:7]1[CH:12]=[CH:11][CH:10]=[CH:9][CH:8]=1. Reported procedure: To 75 ml. dry tetrahydrofuran were added 6.8 g. imidazole and 12.075 g. N-2-phenoxyethyl-N-propylcarbamoyl chloride. The reactants were boiled together under reflux for twenty-four hours, cooled to room temperature and filtered to remove imidazole hydrochloride. The solvent was then removed by evaporation from the steam bath, the last traces being removed under vacuum. An oily residue remained which was extracted into ether, washed with water, dried over anhydrous sodium sulphate, the solvent re... The reactants are C(C)(=O)C1(C(CCCC1)=O)CC(COCCOC)C(=O)OC(C)(C)C (2-acetyl-2-[2-(tert-butoxycarbonyl)-3-(2-methoxyethoxy)propyl]cyclohexanone), OO (hydrogen peroxide). The reagents and catalysts are S(O)(O)(=O)=O (sulphuric acid). Run in C(C)(C)(C)O (tert-butanol). Reaction conditions: time 4 hour. Product: C(C)(C)(C)OC(=O)C(CC1(CCCC1)C(=O)O)COCCOC (1-[2-(tert-Butoxycarbonyl)-3-(2-methoxyethoxy)propyl]-1-cyclopentanecarboxylic acid). Yield: 105.9%. As a reaction SMILES: [C:1]([C:4]1([CH2:11][CH:12]([C:19]([O:21][C:22]([CH3:25])([CH3:24])[CH3:23])=[O:20])[CH2:13][O:14][CH2:15][CH2:16][O:17][CH3:18])[CH2:9][CH2:8][CH2:7][CH2:6]C1=O)(=[O:3])C.[OH:26]O>C(O)(C)(C)C.S(=O)(=O)(O)O>[C:22]([O:21][C:19]([CH:12]([CH2:13][O:14][CH2:15][CH2:16][O:17][CH3:18])[CH2:11][C:4]1([C:1]([OH:26])=[O:3])[CH2:9][CH2:8][CH2:7][CH2:6]1)=[O:20])([CH3:25])([CH3:24])[CH3:23]. Procedure: To a solution of 2-acetyl-2-[2-(tert-butoxycarbonyl)-3-(2-methoxyethoxy)propyl]cyclohexanone (see Preparations 5 and 11) (50 m9, 0.14 mmol) in tert-butanol (0.5 ml) was added a 30% aqueous hydrogen peroxide solution (0.02 ml, 0.168 mmol) and concentrated sulphuric acid (one drop) at room temperature. The mixture was stirred at room temperature for 4 hours, partitioned between dichloromethane (10 ml) and water (10 ml), and the layers separated. The aqueous layer was extracted with dichloromethane... The reactants are COC(=O)CBr, CC(C)(C)OC(=O)N1CCC(Nc2ccccc2O)CC1, O=C([O-])[O-], CN(C)C=O, [K+], [K+], O. Product: COC(=O)COc1ccccc1NC1CCN(C(=O)OC(C)(C)C)CC1. Reaction SMILES: [Br:22][CH2:23][C:24](=[O:25])[O:26][CH3:27].[C:1]([CH3:2])([CH3:3])([CH3:4])[O:5][C:6](=[O:7])[N:8]1[CH2:9][CH2:10][CH:11]([NH:14][c:15]2[c:16]([OH:21])[cH:17][cH:18][cH:19][cH:20]2)[CH2:12][CH2:13]1.[C:28](=[O:29])([O-:30])[O-:31].[CH3:35][N:36]([CH3:37])[CH:38]=[O:39].[K+:32].[K+:33].[OH2:34]>>[C:1]([CH3:2])([CH3:3])([CH3:4])[O:5][C:6](=[O:7])[N:8]1[CH2:9][CH2:10][CH:11]([NH:14][c:15]2[c:16]([O:21][CH2:23][C:24](=[O:25])[O:26][CH3:27])[cH:17][cH:18][cH:19][cH:20]2)[CH2:12][CH2:13]1. Reactants: compound, C(C)(=O)OCC.ClCCl (ethyl acetate dichloromethane), CC(=O)OI1(C=2C=CC=CC2C(=O)O1)(OC(=O)C)OC(=O)C (Dess-Martin). Yields the product CC(=O)C.CCCCC (acetone pentane). Isolated yield 46.0%. RXN SMILES: CC(OI1(O[C:20]([CH3:22])=[O:21])(OC(C)=O)OC(=O)[C:11]2[CH:10]=C[CH:8]=[CH:7][C:6]1=2)=O.[C:23](OCC)(=O)C.ClCCl>>[CH3:23][C:20]([CH3:22])=[O:21].[CH3:10][CH2:11][CH2:6][CH2:7][CH3:8] |f:1.2,3.4|. Reported procedure: The title derivative was prepared from the compound of Example 11, Step A, using the Dess-Martin oxidation method given in Example 2, Step C (but with a larger excess of periodinane). It was purified by flash chromatography (silica gel, ethyl acetate/dichloromethane: 2/8, Rf: 0.35) and crystallization from acetone/pentane (46% yield). Analysis calculated for C38H38N4O8N2 : C, 63.38; H, 5.54; N, 7.82. Found: C, 63.49; H, 5.33; N, 7.75. Starting materials: ClCCl, O=C(Cl)c1cccc(Cl)c1, Cl, Cl, [Na+], [OH-], NCCCn1ccnc1. Product: O=C(NCCCn1ccnc1)c1cccc(Cl)c1. Reaction SMILES: [CH2:24]([Cl:25])[Cl:26].[Cl:14][c:15]1[cH:16][c:17]([C:18](=[O:19])[Cl:20])[cH:21][cH:22][cH:23]1.[ClH:1].[ClH:2].[Na+:13].[OH-:12].[n:3]1([CH2:8][CH2:9][CH2:10][NH2:11])[cH:4][n:5][cH:6][cH:7]1>>[n:3]1([CH2:8][CH2:9][CH2:10][NH:11][C:18]([c:17]2[cH:16][c:15]([Cl:14])[cH:23][cH:22][cH:21]2)=[O:19])[cH:4][n:5][cH:6][cH:7]1.